describe an organic reaction: reactants, conditions, products, and yield From a dataset of the Open Reaction Database (ORD), a public repository of structured organic reaction records. Reactants: OC(CNC(CC1=CC=C(OCP(OCCCC)(=O)CCCOCC2=CC=CC=C2)C=C1)C)COC1=CC(=C(C=C1)O)CO ((SR)-4-{2-[2-hydroxy-3-(4-hydroxy-3-hydroxymethylphenoxy)propylamino]propyl}phenoxymethyl(3-benzyloxypropyl)phosphinic acid, n-butyl ester), Cl (hydrochloric acid). Product: Cl.OC(CNC(CC1=CC=C(OCP(O)(=O)CCCOCC2=CC=CC=C2)C=C1)C)COC1=CC(=C(C=C1)O)CO ((SR)-4-{2-[2-Hydroxy-3-(4-hydroxy-3-hydroxymethylphenoxy)propylamino]propyl}phenoxymethyl(3-benzyloxypropyl)phosphinic acid, hydrochloride salt). Reaction SMILES: [OH:1][CH:2]([CH2:34][O:35][C:36]1[CH:41]=[CH:40][C:39]([OH:42])=[C:38]([CH2:43][OH:44])[CH:37]=1)[CH2:3][NH:4][CH:5]([CH3:33])[CH2:6][C:7]1[CH:32]=[CH:31][C:10]([O:11][CH2:12][P:13]([CH2:20][CH2:21][CH2:22][O:23][CH2:24][C:25]2[CH:30]=[CH:29][CH:28]=[CH:27][CH:26]=2)(=[O:19])[O:14]CCCC)=[CH:9][CH:8]=1.[ClH:45]>>[ClH:45].[OH:1][CH:2]([CH2:34][O:35][C:36]1[CH:41]=[CH:40][C:39]([OH:42])=[C:38]([CH2:43][OH:44])[CH:37]=1)[CH2:3][NH:4][CH:5]([CH3:33])[CH2:6][C:7]1[CH:32]=[CH:31][C:10]([O:11][CH2:12][P:13]([CH2:20][CH2:21][CH2:22][O:23][CH2:24][C:25]2[CH:30]=[CH:29][CH:28]=[CH:27][CH:26]=2)(=[O:14])[OH:19])=[CH:9][CH:8]=1 |f:2.3|. Procedure details: The title compound was prepared from (SR)-4-{2-[2-hydroxy-3-(4-hydroxy-3-hydroxymethylphenoxy)propylamino]propyl}phenoxymethyl(3-benzyloxypropyl)phosphinic acid, n-butyl ester according to a modification of the procedure described in Example 5. Acidification to pH 3.5 with 1M hydrochloric acid followed by C18 reverse phase chromatography, eluting with water-methanol (30%) and freeze drying of the resultant foam gave the title compound as a solid. Reactants: COC1(C(=C2C=C(N=C2C(=C1)C)C(=O)OCC)C)C (ethyl 5-methoxy-4,5,7 trimethylindole-2-carboxylate), [OH-].[K+] (potassium hydroxide), C(C)(=O)O (acetic acid). Solvent: C(C)O (ethanol). The product is COC=1C(=C2C=C(NC2=C(C1C)C)C(=O)O)C (5-Methoxy-4,6,7-trimethylindole-2-carboxylic acid). Reaction SMILES: [CH3:1][O:2][C:3]1(C)[CH:11]=[C:10]([CH3:12])[C:9]2[C:5]([CH:6]=[C:7]([C:13]([O:15]CC)=[O:14])[N:8]=2)=[C:4]1[CH3:18].[OH-].[K+].[C:22](O)(=O)C>C(O)C>[CH3:1][O:2][C:3]1[C:4]([CH3:18])=[C:5]2[C:9](=[C:10]([CH3:12])[C:11]=1[CH3:22])[NH:8][C:7]([C:13]([OH:15])=[O:14])=[CH:6]2 |f:1.2|. Reported procedure: A solution of ethyl 5-methoxy-4,5,7 trimethylindole-2-carboxylate (PREPARATION 19, 1.04 g) in ethanol (30 ml) containing potassium hydroxide (45%, 2.5 ml) is heated under reflux for 1.5 hr. The mixture is acidified with acetic acid (2 ml) and concentrated under reduced pressure. The residue is mixed with water (200 ml) and filtered. The filter cake is washed with water and dried to give the title compound. The reactants are ClC1=CC(=C(C=C1O)N1C(N2C(=CCCC2)C1=O)=O)F (2-(4-chloro-2-fluoro-5-hydroxyphenyl)-5,6-dihydroimidazo [1,5-a] pyridine-1,3[2H, 7H]-dione), C([O-])([O-])=O.[K+].[K+] (potassium carbonate), ClCC(=O)OC (methyl chloroacetate), [Cl-].[NH4+] (ammonium chloride). Run in C(C)#N (acetonitrile). Product: ClC1=C(C(=C(C=C1C(=O)OC)N1C(N2C(=CCCC2)C1=O)=O)F)OC (2-(4-chloro-2-fluoro-5-methoxycarbonyl-methoxyphenyl)-5,6-dihydroimidazo [1,5-a] pyridine-1,3[2H, 7H]-dione). Yield: 86.8%. Reaction SMILES: [Cl:1][C:2]1C(O)=[CH:6][C:5]([N:9]2[C:17](=[O:18])[C:12]3=[CH:13][CH2:14][CH2:15][CH2:16][N:11]3[C:10]2=[O:19])=[C:4]([F:20])[CH:3]=1.[C:21](=[O:24])([O-])[O-].[K+].[K+].Cl[CH2:28][C:29]([O:31][CH3:32])=[O:30].[Cl-].[NH4+]>C(#N)C>[Cl:1][C:2]1[C:28]([C:29]([O:31][CH3:32])=[O:30])=[CH:6][C:5]([N:9]2[C:17](=[O:18])[C:12]3=[CH:13][CH2:14][CH2:15][CH2:16][N:11]3[C:10]2=[O:19])=[C:4]([F:20])[C:3]=1[O:24][CH3:21] |f:1.2.3,5.6|. Procedure: An acetonitrile (10 mL) solution of 2-(4-chloro-2-fluoro-5-hydroxyphenyl)-5,6-dihydroimidazo [1,5-a] pyridine-1,3[2H, 7H]-dione (0.59 g, 2.0 mmol), potassium carbonate (0.2 g, 2.2 mmol) and methyl chloroacetate (0.2 mL, 2.2 mmol) was stirred for 5 hours under reflux. A saturated ammonium chloride solution (10 mL) was added to the resulting mixture, and the organic layer was separated and then the aqueous layer was extracted with diethyl ether (10 mL×2 times). The organic layer combined was washe... Starting materials: CN1N=CC=C1C1CN(CCC1)C(=O)OC(C)(C)C (tert-butyl 3-(1-methyl-1H-pyrazol-5-yl)piperidine-1-carboxylate), C1CC(=O)N(C1=O)Br (NBS). Solvent: C1CCOC1 (THF). Conditions: time 2 hour. The product is BrC=1C=NN(C1C1CN(CCC1)C(=O)OC(C)(C)C)C (tert-Butyl 3-(4-bromo-1-methyl-1H-pyrazol-5-yl)piperidine-1-carboxylate). As a reaction SMILES: [CH3:1][N:2]1[C:6]([CH:7]2[CH2:12][CH2:11][CH2:10][N:9]([C:13]([O:15][C:16]([CH3:19])([CH3:18])[CH3:17])=[O:14])[CH2:8]2)=[CH:5][CH:4]=[N:3]1.C1C(=O)N([Br:27])C(=O)C1>C1COCC1>[Br:27][C:5]1[CH:4]=[N:3][N:2]([CH3:1])[C:6]=1[CH:7]1[CH2:12][CH2:11][CH2:10][N:9]([C:13]([O:15][C:16]([CH3:19])([CH3:18])[CH3:17])=[O:14])[CH2:8]1. Procedure: To a solution of tert-butyl 3-(1-methyl-1H-pyrazol-5-yl)piperidine-1-carboxylate (680 mg, 2.50 mmol) in THF (20 mL) was added NBS (486 mg, 2.80 mmol). The reaction mixture was stirred for 2 h. After concentration, the residue was purified by silica gel chromatography eluting with a 0-50% gradient of EtOAc in petroleum ether to give tert-butyl Starting materials: FC1=CC=C(C=C1)CC1=CN=C2C(=C(C(N(C2=C1)CCCN1C(CCCC1)=O)=O)C(=O)OCC)O (ethyl 7-[(4-fluorophenyl)methyl]-4-hydroxy-2-oxo-1-[3-(2-oxo-1-piperidinyl)propyl]-1,2-dihydro-1,5-naphthyridine-3-carboxylate), NC[C@H](C)O ((2S)-1-amino-2-propanol). The product is FC1=CC=C(C=C1)CC1=CN=C2C(=C(C(N(C2=C1)CCCN1C(CCCC1)=O)=O)C(=O)NC[C@H](C)O)O (7-[(4-fluorophenyl)methyl]-4-hydroxy-N-[(2S)-2-hydroxypropyl]-2-oxo-1-[3-(2-oxo-1-piperidinyl)propyl]-1,2-dihydro-1,5-naphthyridine-3-carboxamide). As a reaction SMILES: [F:1][C:2]1[CH:7]=[CH:6][C:5]([CH2:8][C:9]2[CH:18]=[C:17]3[C:12]([C:13]([OH:35])=[C:14]([C:30](OCC)=[O:31])[C:15](=[O:29])[N:16]3[CH2:19][CH2:20][CH2:21][N:22]3[CH2:27][CH2:26][CH2:25][CH2:24][C:23]3=[O:28])=[N:11][CH:10]=2)=[CH:4][CH:3]=1.[NH2:36][CH2:37][C@@H:38]([OH:40])[CH3:39]>>[F:1][C:2]1[CH:7]=[CH:6][C:5]([CH2:8][C:9]2[CH:18]=[C:17]3[C:12]([C:13]([OH:35])=[C:14]([C:30]([NH:36][CH2:37][C@@H:38]([OH:40])[CH3:39])=[O:31])[C:15](=[O:29])[N:16]3[CH2:19][CH2:20][CH2:21][N:22]3[CH2:27][CH2:26][CH2:25][CH2:24][C:23]3=[O:28])=[N:11][CH:10]=2)=[CH:4][CH:3]=1. Procedure details: This compound was prepared from ethyl 7-[(4-fluorophenyl)methyl]-4-hydroxy-2-oxo-1-[3-(2-oxo-1-piperidinyl)propyl]-1,2-dihydro-1,5-naphthyridine-3-carboxylate and (2S)-1-amino-2-propanol using methods similar to Example 563 to provide an off-white solid: 1H NMR (300 MHz, DMSO-d6) δ ppm 1.11 (d, J=5.90 Hz, 3 H), 1.64-1.80 (m, 6 H), 2.19 (t, J=5.69 Hz, 2 H), 3.16-3.27 (m, 4 H), 3.34-3.49 (m, 2 H), 3.78-3.84 (m, 1 H), 4.16-4.25 (m, 4 H), 4.96 (d, J=4.84 Hz, 1 H), 7.11-7.19 (m, 2 H), 7.38-7.45 (m, 2...